Dataset: the Open Reaction Database (ORD), a public repository of structured organic reaction records. Task: describe an organic reaction: reactants, conditions, products, and yield The reactants are N1=CC(=CC=C1)CCCN (3-(3-pyridyl)propylamine), COC=1C=C(C=CC1OC)CCCC(=O)O (4-(3,4-dimethoxyphenyl)butanoic acid), ON1C(CCC1=O)=O (N-hydroxysuccinimide), CCN=C=NCCCN(C)C.Cl (EDC hydrochloride), amide. Run in CO (methanol), C(Cl)Cl (methylene chloride), O1CCCC1 (tetrahydrofuran). Conditions: time 16 hour. Yields the product N1=CC(=CC=C1)CCCNCCCCC1=CC(=C(C=C1)OC)OC (3-(3-Pyridyl)propyl-4-(3,4-dimethoxyphenyl)butylamine). Reaction SMILES: [N:1]1[CH:6]=[CH:5][CH:4]=[C:3]([CH2:7][CH2:8][CH2:9][NH2:10])[CH:2]=1.[CH3:11][O:12][C:13]1[CH:14]=[C:15]([CH2:21][CH2:22][CH2:23][C:24](O)=O)[CH:16]=[CH:17][C:18]=1[O:19][CH3:20].ON1C(=O)CCC1=O.CCN=C=NCCCN(C)C.Cl>C(Cl)Cl.O1CCCC1.CO>[N:1]1[CH:6]=[CH:5][CH:4]=[C:3]([CH2:7][CH2:8][CH2:9][NH:10][CH2:24][CH2:23][CH2:22][CH2:21][C:15]2[CH:16]=[CH:17][C:18]([O:19][CH3:20])=[C:13]([O:12][CH3:11])[CH:14]=2)[CH:2]=1 |f:3.4|. Reported procedure: A stirred solution of 3-(3-pyridyl)propylamine (517.8 mg, 1.679 mmoles), 4-(3,4-dimethoxyphenyl)butanoic acid (376.5 mg, 1 equiv.) and N-hydroxysuccinimide (193.2 mg, 1.1 equiv.) in methylene chloride (15 mL) at 0° C. was treated with EDC hydrochloride (353.1 mg, 1.1 equiv.). The mixture was allowed to warm to room temperature after 10 minutes. Stirring was continued for 16 hours and then the solvent was removed under reduced pressure. The residue was partitioned between ethyl acetate and water.... The reactants are OO (H2O2), C(C)(=O)O (acetic acid), OO (H2O2), OO (H2O2), C1(CCCC1)N1N=C(C(=C1NC(=O)CC1=CC(=C(C=C1)OC)OC)C#N)CC (1-cyclopentyl-3-ethyl-4-cyano-5-[(3,4-dimethoxyphenylmethyl)carbonylamino]-1H-pyrazole), O([Na])C (NaOCH3). Run in C(C)O (ethanol), O (water), C(C)O (ethanol), C(C)O (ethanol). Conditions: time 8 hour. Yields the product C1(CCCC1)N1NC(=C2C1=NC(=NC2=O)CC2=CC(=C(C=C2)OC)OC)CC (1-cyclopentyl-3-ethyl-6-(3,4-dimethoxyphenylmethyl)-pyrazolo[3,4-d)pyrimidin-4-one). Yield: 29.1%. As a reaction SMILES: [CH:1]1([N:6]2[C:10]([NH:11][C:12]([CH2:14][C:15]3[CH:20]=[CH:19][C:18]([O:21][CH3:22])=[C:17]([O:23][CH3:24])[CH:16]=3)=O)=[C:9]([C:25]#[N:26])[C:8]([CH2:27][CH3:28])=[N:7]2)[CH2:5][CH2:4][CH2:3][CH2:2]1.[O:29](C)[Na].OO.C(O)(=O)C>C(O)C.O>[CH:1]1([N:6]2[C:10]3=[N:11][C:12]([CH2:14][C:15]4[CH:20]=[CH:19][C:18]([O:21][CH3:22])=[C:17]([O:23][CH3:24])[CH:16]=4)=[N:26][C:25](=[O:29])[C:9]3=[C:8]([CH2:27][CH3:28])[NH:7]2)[CH2:5][CH2:4][CH2:3][CH2:2]1. Procedure: To a mixture of 1-cyclopentyl-3-ethyl-4-cyano-5-[(3,4-dimethoxyphenylmethyl)carbonylamino]-1H-pyrazole (1.0 g, 2.7 mmol), ethanol (500 ml), and NaOCH3 (0.3 g) was added 30% H2O2 (4 ml). The reaction mixture was stirred at room temperature overnight, additional 30% H2O2 (3 equivalents) was added and the reaction mixture was refluxed on a steam bath for 1 hour. Starting material was still present so an additional 3 equivalents of 30% H2O2 was added and the reaction mixture was refluxed for 4 hours...